This data is from the Open Reaction Database (ORD), a public repository of structured organic reaction records. The task is: describe an organic reaction: reactants, conditions, products, and yield Reactants: ClC1=C(C=CC(=C1)Cl)C(CCO)C1=CNC2=C(C=C(C=C12)F)CSC (3-(2,4-Dichlorophenyl)-3-{5-fluoro-7-[(methylsulfanyl)methyl]-1H-indol-3-yl}propan-1-ol), ClC1=CC(=C(C=C1)C(O)C1=CC=C(C=C1)F)C ((4-Chloro-2-methylphenyl)(4-fluorophenyl)methanol), FC1=CC(=C(C=C1)C(C1=CNC2=C(C=CC=C12)CSC)C1=CC=C(C=C1)F)C (3-[(4-Fluoro-2-methylphenyl)(4-fluorophenyl)methyl]-7-[(methylsulfanyl)methyl]-1H-indole). The product is ClC1=CC(=C(C=C1)C(C1=CNC2=C(C=CC=C12)CSC)C1=CC=C(C=C1)F)C (3-[(4-Chloro-2-methylphenyl)(4-fluorophenyl)methyl]-7-[(methylsulfanyl)methyl]-1H-indole). RXN SMILES: ClC1C=C(Cl)C=CC=1C([C:13]1[C:21]2[C:16](=[C:17]([CH2:23][S:24][CH3:25])[CH:18]=[C:19](F)[CH:20]=2)[NH:15][CH:14]=1)CCO.[Cl:26][C:27]1[CH:32]=[CH:31][C:30]([CH:33]([C:35]2[CH:40]=[CH:39][C:38]([F:41])=[CH:37][CH:36]=2)O)=[C:29]([CH3:42])[CH:28]=1.FC1C=CC(C(C2C=CC(F)=CC=2)C2C3C(=C(CSC)C=CC=3)NC=2)=C(C)C=1>>[Cl:26][C:27]1[CH:32]=[CH:31][C:30]([CH:33]([C:35]2[CH:40]=[CH:39][C:38]([F:41])=[CH:37][CH:36]=2)[C:13]2[C:21]3[C:16](=[C:17]([CH2:23][S:24][CH3:25])[CH:18]=[CH:19][CH:20]=3)[NH:15][CH:14]=2)=[C:29]([CH3:42])[CH:28]=1. Procedure details: The title compound was prepared starting from 380 mg (2.14 mmol) of the compound from Example 8 and 591 mg (2.36 mmol) of the compound from Example 83A in analogy to the synthesis of the compound from Example 101. 307 mg (35% of theory) of the target compound were obtained. Reactants: Nc1nnc2cc(Br)ccn12, CCO, Cc1ccc(C(=O)NC2CC2)cc1B1OC(C)(C)C(C)(C)O1, [Na+], [Na+], O=C([O-])[O-]. Product: Cc1ccc(C(=O)NC2CC2)cc1-c1ccn2c(N)nnc2c1. Reaction SMILES: [Br:1][c:2]1[cH:3][c:4]2[n:5]([cH:6][cH:7]1)[c:8]([NH2:11])[n:9][n:10]2.[CH3:40][CH2:41][OH:42].[CH:12]1([NH:15][C:16]([c:17]2[cH:18][c:19]([B:24]3[O:25][C:26]([CH3:27])([CH3:28])[C:29]([CH3:30])([CH3:31])[O:32]3)[c:20]([CH3:23])[cH:21][cH:22]2)=[O:33])[CH2:13][CH2:14]1.[Na+:34].[Na+:35].[O-:36][C:37](=[O:38])[O-:39]>>[c:2]1(-[c:19]2[cH:18][c:17]([C:16]([NH:15][CH:12]3[CH2:13][CH2:14]3)=[O:33])[cH:22][cH:21][c:20]2[CH3:23])[cH:3][c:4]2[n:5]([cH:6][cH:7]1)[c:8]([NH2:11])[n:9][n:10]2. Reactants: O=C(Cl)OCc1ccccc1, [K+], [OH-], OC1CCNC1. As a reaction SMILES: [Cl:7][C:8](=[O:9])[O:10][CH2:11][c:12]1[cH:13][cH:14][cH:15][cH:16][cH:17]1.[K+:19].[OH-:18].[OH:1][CH:2]1[CH2:3][NH:4][CH2:5][CH2:6]1>>[OH:1][CH:2]1[CH2:3][N:4]([C:8](=[O:9])[O:10][CH2:11][c:12]2[cH:13][cH:14][cH:15][cH:16][cH:17]2)[CH2:5][CH2:6]1. Yields the product O=C(OCc1ccccc1)N1CCC(O)C1. Starting materials: Br.[N+](=O)([O-])C=1C=C2C(N(C(NC2=CC1)=O)C1CCNCC1)=O (1,2,3,4-tetrahydro-6-nitro-2,4-dioxo-3-(4-piperidinyl)-quinazoline hydrobromide), ClC1=NC=NC2=CC(=C(C=C12)OC)OC (4-chloro-6,7-dimethoxyquinazoline), C([O-])([O-])=O.[K+].[K+] (potassium carbonate), O (Water). The solvent is CN(C)C=O (DMF). Reaction conditions: temperature 80 celsius. The product is COC=1C=C2C(=NC=NC2=CC1OC)N1CCC(CC1)N1C(NC2=CC=C(C=C2C1=O)[N+](=O)[O-])=O (3-[1-(6,7-dimethoxy-4-quinazolinyl)-4-piperidinyl]-1,2,3,4-tetrahydro-6-nitro-2,4-dioxoquinazoline). Yield: 84.7%. Reaction SMILES: Br.[N+:2]([C:5]1[CH:6]=[C:7]2[C:12](=[CH:13][CH:14]=1)[NH:11][C:10](=[O:15])[N:9]([CH:16]1[CH2:21][CH2:20][NH:19][CH2:18][CH2:17]1)[C:8]2=[O:22])([O-:4])=[O:3].Cl[C:24]1[C:33]2[C:28](=[CH:29][C:30]([O:36][CH3:37])=[C:31]([O:34][CH3:35])[CH:32]=2)[N:27]=[CH:26][N:25]=1.C(=O)([O-])[O-].[K+].[K+].O>CN(C=O)C>[CH3:35][O:34][C:31]1[CH:32]=[C:33]2[C:28](=[CH:29][C:30]=1[O:36][CH3:37])[N:27]=[CH:26][N:25]=[C:24]2[N:19]1[CH2:18][CH2:17][CH:16]([N:9]2[C:8](=[O:22])[C:7]3[C:12](=[CH:13][CH:14]=[C:5]([N+:2]([O-:4])=[O:3])[CH:6]=3)[NH:11][C:10]2=[O:15])[CH2:21][CH2:20]1 |f:0.1,3.4.5|. Procedure details: In 150 ml of DMF was dissolved 3.0 g (8.09 mmol) of 1,2,3,4-tetrahydro-6-nitro-2,4-dioxo-3-(4-piperidinyl)-quinazoline hydrobromide, and 1.7 g (8.09 mmol) of 4-chloro-6,7-dimethoxyquinazoline and 1.1 g (24 mmol) of potassium carbonate were added to the solution, followed by heating at 80° C. for 2 hours. Water was added to the reaction mixture, and the mixture was extracted with chloroform. The organic layer was washed with an aqueous solution of sodium chloride and dried. After the solvent was ... The reactants are OC=1C(=NN(C1C1=CC=C(C=C1)C(F)(F)F)C)C(C)=O (1-[4-hydroxy-1-methyl-5-(4-trifluoromethylphenyl)-1H-pyrazol-3-yl]ethanone), N(N)C(=O)C1=CC=C(S1)C(=O)OC (methyl 5-hydrazinocarbonyl-2-thiophenecarboxylate), O.S(=O)(=O)(O)C1=CC=C(C)C=C1 (tosylic acid monohydrate). Product: OC=1C(=NN(C1C1=CC=C(C=C1)C(F)(F)F)C)C(C)=NNC(=O)C1=CC=C(S1)C(=O)OC (methyl 5-{[2-(1-{4-hydroxy-1-methyl-5-[4-(trifluoromethyl)phenyl]-1H-pyrazol-3-yl}ethylidene)hydrazino]carbonyl}-2-thiophenecarboxylate). The yield is 57.6%. RXN SMILES: [OH:1][C:2]1[C:3]([C:18](=O)[CH3:19])=[N:4][N:5]([CH3:17])[C:6]=1[C:7]1[CH:12]=[CH:11][C:10]([C:13]([F:16])([F:15])[F:14])=[CH:9][CH:8]=1.[NH:21]([C:23]([C:25]1[S:29][C:28]([C:30]([O:32][CH3:33])=[O:31])=[CH:27][CH:26]=1)=[O:24])[NH2:22].O.S(C1C=CC(C)=CC=1)(O)(=O)=O>>[OH:1][C:2]1[C:3]([C:18](=[N:22][NH:21][C:23]([C:25]2[S:29][C:28]([C:30]([O:32][CH3:33])=[O:31])=[CH:27][CH:26]=2)=[O:24])[CH3:19])=[N:4][N:5]([CH3:17])[C:6]=1[C:7]1[CH:12]=[CH:11][C:10]([C:13]([F:16])([F:15])[F:14])=[CH:9][CH:8]=1 |f:2.3|. Procedure: From 1-[4-hydroxy-1-methyl-5-(4-trifluoromethylphenyl)-1H-pyrazol-3-yl]ethanone (200 mg, 0.70 mmol) synthesized in Synthetic Example 11, methyl 5-hydrazinocarbonyl-2-thiophenecarboxylate (0.70 mmol, 140.9 mg) of Reference Synthetic Example 39 and tosylic acid monohydrate (36.4 mg, 0.21 mmol), 188.2 mg of the desired product was obtained in the same manner as in Synthetic Example 58 as a pale yellow solid (yield 57%). Starting materials: C(C)(=O)O (Acetic acid), BrCCC(CC=O)(C)C (5-Bromo-3,3-dimethylpentanal), C(C(C)C)N (Isobutylamine). Run in O (water), C(C)O (ethanol), C(C)O (ethanol). The product is CC(CN1C=CC(CC1)(C)C)C (1-(2-Methylpropyl)-4,4-dimethyl-1,4,5,6-tetrahydropyridine). Yield: 92.7%. As a reaction SMILES: C(O)(=O)C.Br[CH2:6][CH2:7][C:8]([CH3:13])([CH3:12])[CH2:9][CH:10]=O.[CH2:14]([NH2:18])[CH:15]([CH3:17])[CH3:16]>C(O)C.O>[CH3:16][CH:15]([CH3:17])[CH2:14][N:18]1[CH2:10][CH2:9][C:8]([CH3:13])([CH3:12])[CH:7]=[CH:6]1. Procedure: Acetic acid was added to a mixture of ethanol (40 ml) and water (20 ml) until the pH was 4. 5-Bromo-3,3-dimethylpentanal (19.3 g, 0.1 mol) was added to the mixture, which was then cooled to 0°-5° C. and purged with nitrogen. Isobutylamine (7.3 g, 0.1 mol) was added over 5 minutes to the solution stirring under an atmosphere of nitrogen. After 3 hours stirring at 0°-5° C., most of the ethanol was removed under reduced pressure, the residue then diluted with water (20 ml) and the solution taken to...